This data is from the Open Reaction Database (ORD), a public repository of structured organic reaction records. The task is: describe an organic reaction: reactants, conditions, products, and yield The product is NC[C@H](CC(F)(F)F)O ((S)-1-amino-4,4,4-trifluorobutan-2-ol), crude product. Procedure details: The slurry of (S)-1-azido-4,4,4-trifluorobutan-2-ol (2.26 g, 13 mmol) and Pd/C (200 mg) in MeOH (20 mL) was subjected to balloon hydrogenation for 18 hr. The reaction mixture was filtered through a celite pad and the filtrate was concentrated in vacuo to give (S)-1-amino-4,4,4-trifluorobutan-2-ol as a crude product (1.02 g, 45%). NMR: 400 MHz 1H (CDCl3) 3.88 ppm, 1 H, m, J=7.85, 7.85, 3.84, 3.74 Hz; 2.93 ppm, 1 H, dd, J=12.74, 3.52 Hz; 2.61 ppm, 1H, dd, J=12.52, 8.13 Hz; 2.34 ppm, 1 H, m; 2.21 p... Reagents/catalysts: [Pd] (Pd/C). The reactants are N(=[N+]=[N-])C[C@H](CC(F)(F)F)O ((S)-1-azido-4,4,4-trifluorobutan-2-ol). The solvent is CO (MeOH). Reaction SMILES: [N:1]([CH2:4][C@@H:5]([OH:11])[CH2:6][C:7]([F:10])([F:9])[F:8])=[N+]=[N-]>CO.[Pd]>[NH2:1][CH2:4][C@@H:5]([OH:11])[CH2:6][C:7]([F:10])([F:9])[F:8]. Isolated yield 45.0%.